This data is from the Open Reaction Database (ORD), a public repository of structured organic reaction records. The task is: describe an organic reaction: reactants, conditions, products, and yield Starting materials: CCOC(=O)/C=C/CP(=O)(OCC)OCC (triethyl 4-phosphonocrotonate), [H-].[Na+] (sodium hydride), C(C1=CC=CC=C1)N1C=C(C2=CC=CC=C12)C=O (1-benzylindol-3-carboxaldehyde). Solvent: O (water), O1CCCC1 (tetrahydrofuran). Product: C(C1=CC=CC=C1)N1C=C(C2=CC=CC=C12)C=CC=CC(=O)OCC (Ethyl 5-(1-Benzylindol-3-yl)-2,4-Pentadienoate). The yield is 62.0%. As a reaction SMILES: [H-].[Na+].[CH3:3][CH2:4][O:5][C:6](/[CH:8]=[CH:9]/[CH2:10]P(OCC)(OCC)=O)=[O:7].[CH2:19]([N:26]1[C:34]2[C:29](=[CH:30][CH:31]=[CH:32][CH:33]=2)[C:28]([CH:35]=O)=[CH:27]1)[C:20]1[CH:25]=[CH:24][CH:23]=[CH:22][CH:21]=1>O1CCCC1.O>[CH2:19]([N:26]1[C:34]2[C:29](=[CH:30][CH:31]=[CH:32][CH:33]=2)[C:28]([CH:35]=[CH:10][CH:9]=[CH:8][C:6]([O:5][CH2:4][CH3:3])=[O:7])=[CH:27]1)[C:20]1[CH:21]=[CH:22][CH:23]=[CH:24][CH:25]=1 |f:0.1|. Reported procedure: To a suspension of 1.08 g (60% reagent, 27 mmol) of sodium hydride in 20 ml of tetrahydrofuran (THF), stirred in an ice bath, was added dropwise 6 ml (6.7 g, 27 mmol) of triethyl 4-phosphonocrotonate. The resulting mixture was stirred for an additional 1 hour in the cooling bath and a solution of 4.2 g (18 mmol) of 1-benzylindol-3-carboxaldehyde in 25 ml of water. This mixture was transferred to a separatory funnel and the layers were separated. The aqueous layer was extracted with two 50 ml por... Starting materials: CC[SiH](CC)CC, O, Cc1ccccc1C1(O)c2cc(NC(=O)CC(C)(C)C)c(C)c(C)c2OC1(C)C, O=C(O)C(F)(F)F. Yields the product Cc1ccccc1C1c2cc(NC(=O)CC(C)(C)C)c(C)c(C)c2OC1(C)C. RXN SMILES: [CH2:30]([SiH:31]([CH2:32][CH3:33])[CH2:34][CH3:35])[CH3:36].[OH2:37].[OH:1][C:2]1([c:23]2[c:24]([CH3:29])[cH:25][cH:26][cH:27][cH:28]2)[C:3]([CH3:21])([CH3:22])[O:4][c:5]2[c:6]1[cH:7][c:8]([NH:13][C:14]([CH2:15][C:16]([CH3:17])([CH3:18])[CH3:19])=[O:20])[c:9]([CH3:12])[c:10]2[CH3:11].[OH:38][C:39]([C:40]([F:41])([F:42])[F:43])=[O:44]>>[CH:2]1([c:23]2[c:24]([CH3:29])[cH:25][cH:26][cH:27][cH:28]2)[C:3]([CH3:21])([CH3:22])[O:4][c:5]2[c:6]1[cH:7][c:8]([NH:13][C:14]([CH2:15][C:16]([CH3:17])([CH3:18])[CH3:19])=[O:20])[c:9]([CH3:12])[c:10]2[CH3:11].